Dataset: the Open Reaction Database (ORD), a public repository of structured organic reaction records. Task: describe an organic reaction: reactants, conditions, products, and yield The reactants are C=CCCCCCC(C(=O)OCC)C(=O)OCC, FC(F)(F)C(F)(F)CCCI. Product: C=CCCCCCC(CCCC(F)(F)C(F)(F)F)C(=O)OCC. As a reaction SMILES: [CH2:1]([CH2:2][CH2:3][CH2:4][CH2:5][CH:6]=[CH2:7])[CH:8]([C:9](=[O:10])[O:11][CH2:12][CH3:13])[C:14]([O:15][CH2:16][CH3:17])=[O:18].[I:19][CH2:20][CH2:21][CH2:22][C:23]([C:24]([F:25])([F:26])[F:27])([F:28])[F:29]>>[CH2:1]([CH2:2][CH2:3][CH2:4][CH2:5][CH:6]=[CH2:7])[CH:8]([C:9](=[O:10])[O:11][CH2:12][CH3:13])[CH2:14][CH2:21][CH2:22][C:23]([C:24]([F:25])([F:26])[F:27])([F:28])[F:29]. The reactants are [H-].[Na+] (sodium hydride), C(C1=CC=CC=C1)Br (benzyl bromide), [Cl-].[NH4+] (ammonium chloride), CN(C)C=O (DMF), CC1(OC[C@]2(C[C@H]2CO1)CO)C ((1S,7R)-4,4-dimethyl-3,5-dioxabicyclo[5,1,0]oct-1-yl methanol). Solvent: CCCCCC (hexane). Conditions: time 5 minute. Yields the product C(C1=CC=CC=C1)OC[C@]12COC(OC[C@@H]2C1)(C)C ((1S,7R)-1-benzyloxymethyl-4,4-dimethyl-3,5-dioxabicyclo[5,1,0]octane). Yield: 90.0%. Reaction SMILES: [H-].[Na+].CN(C=O)C.[CH3:8][C:9]1([CH3:19])[O:16][CH2:15][C@H:14]2[C@:12]([CH2:17][OH:18])([CH2:13]2)[CH2:11][O:10]1.[CH2:20](Br)[C:21]1[CH:26]=[CH:25][CH:24]=[CH:23][CH:22]=1.[Cl-].[NH4+]>CCCCCC>[CH2:20]([O:18][CH2:17][C@:12]12[CH2:13][C@H:14]1[CH2:15][O:16][C:9]([CH3:19])([CH3:8])[O:10][CH2:11]2)[C:21]1[CH:26]=[CH:25][CH:24]=[CH:23][CH:22]=1 |f:0.1,5.6|. Reported procedure: To a suspension of 1.2 g (30 mmol) of sodium hydride, previously washed with hexane, in 80 ml of DMF 4.07 g (23.6 mmol) of (1S,7R)-4,4-dimethyl-3,5-dioxabicyclo[5,1,0]oct-1-yl methanol was added and the mixture was stirred for 5 min. at room temperature. 3.97 ml (30 mmol) of benzyl bromide was added and the mixture was stirred for 14 hours at room temperature. Saturated aqueous solution of ammonium chloride was added and the mixture was extracted with hexane-ethyl acetate (1:1). The organic laye... Reactants: ClC1=C(C=C(C#N)C#N)C=CC(=C1)Cl ((2,4-dichlorobenzylidene)malononitrile), intermediate ( 13 ), O1CCCC1 (tetrahydrofuran), [BH4-].[Na+] (sodium borohydride). Solvent: C(C)O (ethanol). Yields the product ClC1=C(CC(C#N)C#N)C=CC(=C1)Cl ((2,4-dichlorobenzyl)malononitrile). The yield is 68.9%. RXN SMILES: [Cl:1][C:2]1[CH:13]=[C:12]([Cl:14])[CH:11]=[CH:10][C:3]=1[CH:4]=[C:5]([C:8]#[N:9])[C:6]#[N:7].O1CCCC1.[BH4-].[Na+]>C(O)C>[Cl:1][C:2]1[CH:13]=[C:12]([Cl:14])[CH:11]=[CH:10][C:3]=1[CH2:4][CH:5]([C:6]#[N:7])[C:8]#[N:9] |f:2.3|. Procedure: Using 4.46 g of (2,4-dichlorobenzylidene)malononitrile, 20 ml of tetrahydrofuran, and a suspension of 0.19 g of sodium borohydride in 5 ml of ethanol, and according to the process described in Reference Production Example 8, there was obtained 3.10 g of (2,4-dichlorobenzyl)malononitrile (the intermediate (13)). Starting materials: COCCOC, CCOC(C)=O, CSc1nc(-c2ccc(I)cc2)cc2ccnn12, [Na+], [Na+], O=C([O-])[O-], OB(O)c1ccccc1, Cl[Pd]Cl, c1ccc(P(c2ccccc2)c2ccccc2)cc1, c1ccc(P(c2ccccc2)c2ccccc2)cc1. The product is CSc1nc(-c2ccc(-c3ccccc3)cc2)cc2ccnn12. As a reaction SMILES: [CH2:34]([CH2:35][O:36][CH3:37])[O:38][CH3:39].[CH3:40][CH2:41][O:42][C:43](=[O:44])[CH3:45].[I:1][c:2]1[cH:3][cH:4][c:5](-[c:8]2[cH:9][c:10]3[n:11]([c:12]([S:14][CH3:15])[n:13]2)[n:16][cH:17][cH:18]3)[cH:6][cH:7]1.[Na+:28].[Na+:29].[O-:30][C:31](=[O:32])[O-:33].[OH:19][B:20]([OH:21])[c:22]1[cH:23][cH:24][cH:25][cH:26][cH:27]1.[Pd:46]([Cl:47])[Cl:48].[c:49]1([P:50]([c:51]2[cH:52][cH:53][cH:54][cH:55][cH:56]2)[c:57]2[cH:58][cH:59][cH:60][cH:61][cH:62]2)[cH:63][cH:64][cH:65][cH:66][cH:67]1.[c:68]1([P:69]([c:70]2[cH:71][cH:72][cH:73][cH:74][cH:75]2)[c:76]2[cH:77][cH:78][cH:79][cH:80][cH:81]2)[cH:82][cH:83][cH:84][cH:85][cH:86]1>>[c:2]1(-[c:22]2[cH:23][cH:24][cH:25][cH:26][cH:27]2)[cH:3][cH:4][c:5](-[c:8]2[cH:9][c:10]3[n:11]([c:12]([S:14][CH3:15])[n:13]2)[n:16][cH:17][cH:18]3)[cH:6][cH:7]1. Starting materials: C(#C)C(O)C1=CC=2C(CCC(C2C=C1)(C)C)(C)C (α-ethynyl-5,6,7,8-tetrahydro-5,5,8,8-tetramethyl-2-naphthalenemethanol), C(C)(=O)OCC1=CC=C(C=C1)Br (4-bromobenzyl acetate). RXN SMILES: [C:1]([CH:3]([C:5]1[CH:14]=[CH:13][C:12]2[C:11]([CH3:16])([CH3:15])[CH2:10][CH2:9][C:8]([CH3:18])([CH3:17])[C:7]=2[CH:6]=1)[OH:4])#[CH:2].[C:19]([O:22][CH2:23][C:24]1[CH:29]=[CH:28][C:27](Br)=[CH:26][CH:25]=1)(=[O:21])[CH3:20]>>[C:19]([O:22][CH2:23][C:24]1[CH:29]=[CH:28][C:27]([C:2]#[C:1][CH:3]([OH:4])[C:5]2[CH:14]=[CH:13][C:12]3[C:11]([CH3:16])([CH3:15])[CH2:10][CH2:9][C:8]([CH3:18])([CH3:17])[C:7]=3[CH:6]=2)=[CH:26][CH:25]=1)(=[O:21])[CH3:20]. Product: C(C)(=O)OCC1=CC=C(C=C1)C#CC(C1=CC=2C(CCC(C2C=C1)(C)C)(C)C)O (4-[3-hydroxy-3-(5,6,7,8-tetrahydro-5,5,8,8-tetramethyl-2-naphthyl)-1-propynyl]benzyl acetate). Procedure: Following the basic procedure of Example 32, by reacting 2.42 g (10 mmol) of α-ethynyl-5,6,7,8-tetrahydro-5,5,8,8-tetramethyl-2-naphthalenemethanol with 2.52 g (11 mmol) of 4-bromobenzyl acetate, 790 mg (20%) of the expected compound were obtained in the form of a brown oil. Isolated yield 20.2%. The reactants are CS(=O)(=O)OCCCCOC=1C(=CC2=C(C3=C(C(O2)=O)CCC3)C1)OC (2,3-dihydro-8-[4-(methanesulfonyloxy)butyloxy]-7-methoxy-cyclopenta[c][1]-benzopyran-4(1H)-one), C(\C=C\C(=O)[O-])(=O)[O-] (Fumarate), C1(=CC=CC=C1)N1CCNCC1 (1-phenylpiperazine), C(C)O (ethanol). Solvent: CC(=O)C (acetone). Yields the product COC1=CC2=C(C3=C(C(O2)=O)CCC3)C=C1OCCCCN1CCN(CC1)C1=CC=CC=C1 (2,3-dihydro-7-methoxy-8-[4-(4-phenyl-1-piperazinyl)butyloxy]cyclopenta[c][1]benzopyran-4(1H)-one). Isolated yield 55.0%. Reaction SMILES: CS(O[CH2:6][CH2:7][CH2:8][CH2:9][O:10][C:11]1[C:12]([O:25][CH3:26])=[CH:13][C:14]2[O:19][C:18](=[O:20])[C:17]3[CH2:21][CH2:22][CH2:23][C:16]=3[C:15]=2[CH:24]=1)(=O)=O.[C:27]1([N:33]2[CH2:38][CH2:37][NH:36][CH2:35][CH2:34]2)[CH:32]=[CH:31][CH:30]=[CH:29][CH:28]=1.C(O)C.C([O-])(=O)/C=C/C([O-])=O>CC(C)=O>[CH3:26][O:25][C:12]1[C:11]([O:10][CH2:9][CH2:8][CH2:7][CH2:6][N:36]2[CH2:37][CH2:38][N:33]([C:27]3[CH:32]=[CH:31][CH:30]=[CH:29][CH:28]=3)[CH2:34][CH2:35]2)=[CH:24][C:15]2[C:16]3[CH2:23][CH2:22][CH2:21][C:17]=3[C:18](=[O:20])[O:19][C:14]=2[CH:13]=1. Procedure: Method B (16 h at 80° C.); starting materials: 2,3-dihydro-8-[4-(methanesulfonyloxy)butyloxy]-7-methoxy-cyclopenta[c][1]-benzopyran-4(1H)-one (example 84) and 1-phenylpiperazine; yield 55%; fusion point 162°-165° C. (from ethanol). Fumarate: method E; yield 95%; fusion point 179°-183° C. (from acetone). Starting materials: OC1=CC(=NC2=C(C=CC=C12)O)C(=O)N[C@@H](CC1=CC=C(C=C1)O)C(=O)NNC(C1=C(C=CC=C1)O)=O (N1-[Nα-(4,8-Dihydroxyquinoline-2-carbonyl)-L-tyrosyl]-N2-(2-hydroxybenzoyl)-hydrazine), C(\C=C\C1=CC(O)=C(O)C=C1)(=O)O (caffeic acid). Yields the product C(\C=C\C1=CC(O)=C(O)C=C1)(=O)N[C@@H](CC1=CC=C(C=C1)O)C(=O)NNC(C1=C(C=CC=C1)O)=O (N1-(Nα-Caffeoyl-L-tyrosyl)-N2-(2-hydroxybenzoyl)-hydrazine). Isolated yield 24.9%. RXN SMILES: OC1C2C(=C(O)C=CC=2)N=C(C([NH:15][C@H:16]([C:25]([NH:27][NH:28][C:29](=[O:37])[C:30]2[CH:35]=[CH:34][CH:33]=[CH:32][C:31]=2[OH:36])=[O:26])[CH2:17][C:18]2[CH:23]=[CH:22][C:21]([OH:24])=[CH:20][CH:19]=2)=O)C=1.[C:38]([OH:50])(=O)/[CH:39]=[CH:40]/[C:41]1[CH:48]=[CH:47][C:45]([OH:46])=[C:43]([OH:44])[CH:42]=1>>[C:38]([NH:15][C@H:16]([C:25]([NH:27][NH:28][C:29](=[O:37])[C:30]1[CH:35]=[CH:34][CH:33]=[CH:32][C:31]=1[OH:36])=[O:26])[CH2:17][C:18]1[CH:23]=[CH:22][C:21]([OH:24])=[CH:20][CH:19]=1)(=[O:50])/[CH:39]=[CH:40]/[C:41]1[CH:48]=[CH:47][C:45]([OH:46])=[C:43]([OH:44])[CH:42]=1. Reported procedure: N1-[Nα-(tert-butoxycarbonyl)-L-tyrosyl]-N2-(2-hydroxybenzoyl)-hydrazine (349 mg, 0.84 mmol) prepared in example 73, step A was deprotected following the indications of general procedure C and coupled with caffeic acid (230 mg, 1.3 mmol) using general procedure D. The final product was purified by flash chromatography eluting with 40% EtOAc/CH2Cl2 then successively 5% and 10% MeOH/CH2Cl2 to yield 100 mg, 25% of the title compound. Reactants: CCN(C(C)C)C(C)C, CC(C)(C)OC(=O)N=Cc1ccccc1Cl, C[N+](=O)[O-]. The product is CC(C)(C)OC(=O)NC(C[N+](=O)[O-])c1ccccc1Cl. RXN SMILES: [CH:5]([N:6]([CH2:7][CH3:8])[CH:9]([CH3:10])[CH3:11])([CH3:12])[CH3:13].[Cl:14][c:15]1[c:16]([CH:21]=[N:22][C:23]([O:24][C:25]([CH3:26])([CH3:27])[CH3:28])=[O:29])[cH:17][cH:18][cH:19][cH:20]1.[N+:1](=[O:2])([O-:3])[CH3:4]>>[N+:1](=[O:2])([O-:3])[CH2:4][CH:21]([c:16]1[c:15]([Cl:14])[cH:20][cH:19][cH:18][cH:17]1)[NH:22][C:23]([O:24][C:25]([CH3:26])([CH3:27])[CH3:28])=[O:29]. Starting materials: CC(CNC(=O)OCc1ccccc1)SCC(C)(N)C(=O)O, Cl, O=C([O-])C(F)(F)F. Product: Cl, CC(CN)SCC(C)(N)C(=O)O. As a reaction SMILES: [CH2:1]([O:2][C:3](=[O:4])[NH:11][CH2:12][CH:13]([CH3:14])[S:15][CH2:16][C:17]([NH2:18])([C:19](=[O:20])[OH:21])[CH3:22])[c:5]1[cH:6][cH:7][cH:8][cH:9][cH:10]1.[ClH:30].[O-:23][C:24]([C:25]([F:26])([F:27])[F:28])=[O:29]>>[ClH:30].[NH2:11][CH2:12][CH:13]([CH3:14])[S:15][CH2:16][C:17]([NH2:18])([C:19](=[O:20])[OH:21])[CH3:22].